Dataset: the Open Reaction Database (ORD), a public repository of structured organic reaction records. Task: describe an organic reaction: reactants, conditions, products, and yield The reactants are C(C)(C)(C)OC(=O)N[C@@H](CC=C)C1=NC=CC(=C1)C1=C(C=C(C=C1)NC(OC)=O)NC([C@@H](C=C)C)=O (Methyl N-(4-{2-[(1S)-1-{[(tert-butoxy)carbonyl]amino}but-3-en-1-yl]pyridin-4-yl}-3-[(2R)-2-methylbut-3-enamido]phenyl)carbamate), pTsOH monohydrate. The reagents and catalysts are Cl[Ru]([P](C1CCCCC1)(C2CCCCC2)C3CCCCC3)(=CC4=CC=CC=C4)(Cl)=C5N(C6=C(C)C=C(C)C=C6C)CCN5C7=C(C)C=C(C)C=C7C (Grubbs II). Solvent: C(Cl)Cl (DCM), ClCCl (dichloromethane). Product: C(C)(C)(C)OC(=O)N[C@H]1C/C=C/[C@H](C(NC=2C=C(C=CC2C=2C=CN=C1C2)NC(OC)=O)=O)C (Methyl N-[(10R,11E,14S)-14-{[(tert-butoxy)carbonyl]amino}-10-methyl-9-oxo-8,16-diazatricyclo[13.3.1.02,7]nonadeca-1(19),2(7),3,5,11,15,17-heptaen-5-yl]carbamate). The yield is 71.2%. Reaction SMILES: [C:1]([O:5][C:6]([NH:8][C@H:9]([C:13]1[CH:18]=[C:17]([C:19]2[CH:24]=[CH:23][C:22]([NH:25][C:26](=[O:29])[O:27][CH3:28])=[CH:21][C:20]=2[NH:30][C:31](=[O:36])[C@H:32]([CH3:35])[CH:33]=[CH2:34])[CH:16]=[CH:15][N:14]=1)[CH2:10]C=C)=[O:7])([CH3:4])([CH3:3])[CH3:2]>C(Cl)Cl.Cl[Ru](=C1N(C2C(C)=CC(C)=CC=2C)CCN1C1C(C)=CC(C)=CC=1C)(Cl)(=CC1C=CC=CC=1)[P](C1CCCCC1)(C1CCCCC1)C1CCCCC1>[C:1]([O:5][C:6]([NH:8][C@@H:9]1[C:13]2[CH:18]=[C:17]([CH:16]=[CH:15][N:14]=2)[C:19]2[CH:24]=[CH:23][C:22]([NH:25][C:26](=[O:29])[O:27][CH3:28])=[CH:21][C:20]=2[NH:30][C:31](=[O:36])[C@H:32]([CH3:35])[CH:33]=[CH:34][CH2:10]1)=[O:7])([CH3:4])([CH3:3])[CH3:2] |^1:72|. Procedure: To a RBF was added 1G (0.5 g, 1.011 mmol), pTsOH monohydrate (0.212 g, 1.112 mmol), and dichloromethane (84 ml). The flask was equipped with a reflux condensor and the clear yellow solution was degassed with argon for 30 min. The reaction was then warmed to reflux for 1 h. Then a solution of Grubbs II (0.172 g, 0.202 mmol) in DCM (2 mL) was added dropwise to the reaction mixture. After 4 h at reflux, the reaction was cooled to rt, washed with sat. Na2CO3, brine, dried over MgSO4, filtered, and c...